From a dataset of the Open Reaction Database (ORD), a public repository of structured organic reaction records. describe an organic reaction: reactants, conditions, products, and yield The reactants are CC(C)(C)C(=O)Cl, ClCCl, Nc1cccc(COc2ccc(C(CC(=O)N3C(=O)OCC3Cc3ccccc3)c3ccon3)cc2)c1. The product is CC(C)(C)C(=O)Nc1cccc(COc2ccc(C(CC(=O)N3C(=O)OCC3Cc3ccccc3)c3ccon3)cc2)c1. RXN SMILES: [C:38]([C:39]([CH3:40])([CH3:41])[CH3:42])(=[O:43])[Cl:44].[Cl:45][CH2:46][Cl:47].[NH2:1][c:2]1[cH:3][c:4]([CH2:5][O:6][c:7]2[cH:8][cH:9][c:10]([CH:13]([CH2:14][C:15](=[O:16])[N:17]3[C:18](=[O:29])[O:19][CH2:20][CH:21]3[CH2:22][c:23]3[cH:24][cH:25][cH:26][cH:27][cH:28]3)[c:30]3[n:31][o:32][cH:33][cH:34]3)[cH:11][cH:12]2)[cH:35][cH:36][cH:37]1>>[NH:1]([c:2]1[cH:3][c:4]([CH2:5][O:6][c:7]2[cH:8][cH:9][c:10]([CH:13]([CH2:14][C:15](=[O:16])[N:17]3[C:18](=[O:29])[O:19][CH2:20][CH:21]3[CH2:22][c:23]3[cH:24][cH:25][cH:26][cH:27][cH:28]3)[c:30]3[n:31][o:32][cH:33][cH:34]3)[cH:11][cH:12]2)[cH:35][cH:36][cH:37]1)[C:38]([C:39]([CH3:40])([CH3:41])[CH3:42])=[O:43]. Starting materials: ClC(Cl)(Cl)Cl, CC(C)(C)c1ccc(S)cc1, Cl. Product: CC(C)(C)c1ccc(SCl)cc1. Reaction SMILES: [C:13]([Cl:14])([Cl:15])([Cl:16])[Cl:17].[C:1]([CH3:2])([CH3:3])([CH3:4])[c:5]1[cH:6][cH:7][c:8]([SH:11])[cH:9][cH:10]1.[Cl:12]>>[C:1]([CH3:2])([CH3:3])([CH3:4])[c:5]1[cH:6][cH:7][c:8]([S:11][Cl:14])[cH:9][cH:10]1. The reactants are ClC1=NC=C(C=C1C#N)C1=CC=[N+](C=C1)[O-] (2-Chloro-3-cyano-5,4'-bipyridine-1'-oxide), C(O)CN (ethanolamine). The solvent is C(C)O (ethanol). Yields the product C(#N)C=1C(=NC=C(C1)C1=CC=[N+](C=C1)[O-])NCCO (3-Cyano-2-(2-hydroxy-ethylamino)-5,4-bipyridine-1'-oxide). As a reaction SMILES: Cl[C:2]1[C:7]([C:8]#[N:9])=[CH:6][C:5]([C:10]2[CH:15]=[CH:14][N+:13]([O-:16])=[CH:12][CH:11]=2)=[CH:4][N:3]=1.[CH2:17]([CH2:19][NH2:20])[OH:18]>C(O)C>[C:8]([C:7]1[C:2]([NH:20][CH2:19][CH2:17][OH:18])=[N:3][CH:4]=[C:5]([C:10]2[CH:15]=[CH:14][N+:13]([O-:16])=[CH:12][CH:11]=2)[CH:6]=1)#[N:9]. Reported procedure: 5 g 2-Chloro-3-cyano-5,4'-bipyridine-1'-oxide and 8 ml ethanolamine are refluxed in 50 ml ethanol for 4 hours and then concentrated under vacuum. The residue is taken up in water, filtered off with suction, washed with water, dried at 110° C. and crystallized from ethanol/glacial acetic acid with addition of activated charcoal. Yield: 4.5 g (81.3% of the theoretical yield), with a melting point of 229° C.-231° C. Starting materials: BrC(C(=O)OC)CCBr (methyl 2,4-dibromobutyrate), C(C)(C)(C)N (t-butylamine), Heterocyclic, ester. The solvent is C(C)#N (acetonitrile). Reaction conditions: time 5 minute. Product: C(C)(C)(C)N1C(CC1)C(=O)OC (N-tert-butyl-2-carbomethoxyazetidine). As a reaction SMILES: Br[CH:2]([CH2:7][CH2:8]Br)[C:3]([O:5][CH3:6])=[O:4].[C:10]([NH2:14])([CH3:13])([CH3:12])[CH3:11]>C(#N)C>[C:10]([N:14]1[CH2:8][CH2:7][CH:2]1[C:3]([O:5][CH3:6])=[O:4])([CH3:13])([CH3:12])[CH3:11]. Reported procedure: The procedure of Cromwell described in J. Heterocyclic Chem. 6: 435 (1969) and 5: 309 (1968) was followed for the preparation of this ester. To a 200 ml round bottom flask was added 5.20 g (0.02 mol) methyl 2,4-dibromobutyrate, 80 ml acetonitrile and 4.69 g (0.06 mol) of t-butylamine. After stirring at room temperature for 5 minutes, heat was applied and the temperature raised to and maintained at reflux for 24 hours. The yellowish mixture was cooled to room temperature and filtered. The filtrat... The reactants are S(=O)=O (sulfur dioxide), N(=O)[O-].[Na+] (sodium nitrite), Cl (hydrochloric acid), NC=1C=C(C#N)C=C(C1)[N+](=O)[O-] (3-amino-5-nitrobenzonitrile). Reagents/catalysts: [Cu](Cl)Cl (copper (II) chloride). Solvent: C(C)(=O)O (acetic acid), O (water), C(C)(=O)O (acetic acid). Run at temperature -5 celsius, time 2 hour. Yields the product C(#N)C=1C=C(C=C(C1)[N+](=O)[O-])S(=O)(=O)Cl (3-cyano-5-nitrobenzene-1-sulfonyl chloride). Yield: 84.0%. RXN SMILES: [ClH:1].N[C:3]1[CH:4]=[C:5]([CH:8]=[C:9]([N+:11]([O-:13])=[O:12])[CH:10]=1)[C:6]#[N:7].N([O-])=O.[Na+].[S:18](=[O:20])=[O:19]>O.C(O)(=O)C.[Cu](Cl)Cl>[C:6]([C:5]1[CH:4]=[C:3]([S:18]([Cl:1])(=[O:20])=[O:19])[CH:10]=[C:9]([N+:11]([O-:13])=[O:12])[CH:8]=1)#[N:7] |f:2.3|. Procedure details: To a solution of acetic acid (7.5 mL) and hydrochloric acid, 37% (1.5 mL) was added Intermediate 71A (1.49 g, 9.13 mmol). The suspension was cooled to −5° C. A solution of sodium nitrite (0.882 g, 12.79 mmol) in water (2 mL) was added dropwise. The resulting mixture was stirred at 0° C. for 2 hours. A mixture of copper (II) chloride (0.31 g, 2.28 mmol) in acetic acid (15 mL) was saturated with sulfur dioxide by bubbling for 40 min. The reaction mixture containing the diazonium salt was slowly po... The product is CC(C)(C)C1=CC=C(C=CC(=O)C2=CC=C(C=C2)OC)C=C1 (4-(1,1-dimethylethyl)benzylidene-4′-methoxyacetophenone). Starting materials: CC(=O)C1=CC=C(C=C1)OC (4-methoxyacetophenone), CC(C)(C)C1=CC=C(C=O)C=C1 (4-(1,1-dimethylethyl)benzaldehyde), [OH-].[Na+] (NaOH). Solvent: CO (methanol). Procedure: 97.6 g (0.65 mol) of 4-methoxyacetophenone and 105.4 g (0.65 mol) of 4-(1,1-dimethylethyl)benzaldehyde were dissolved in 600 ml of methanol in a 1 1 round-bottom flask fitted with internal thermometer, reflux condenser and paddle stirrer. 20 g (0.05 mol) of 10% NaOH were then added at room temperature. The mixture was then stirred at 30° C. The crystals which formed were filtered off, washed with 50 ml of cold methanol and then dried under reduced pressure (150 mbar) at 75° C. Yield: 172 g (90% ... Yield: 89.9%. RXN SMILES: [CH3:1][C:2]([C:4]1[CH:9]=[CH:8][C:7]([O:10][CH3:11])=[CH:6][CH:5]=1)=[O:3].[CH3:12][C:13]([C:16]1[CH:23]=[CH:22][C:19]([CH:20]=O)=[CH:18][CH:17]=1)([CH3:15])[CH3:14].[OH-].[Na+]>CO>[CH3:15][C:13]([C:16]1[CH:17]=[CH:18][C:19]([CH:20]=[CH:1][C:2]([C:4]2[CH:9]=[CH:8][C:7]([O:10][CH3:11])=[CH:6][CH:5]=2)=[O:3])=[CH:22][CH:23]=1)([CH3:12])[CH3:14] |f:2.3|. Run at temperature 30 celsius. Reactants: C[O-], [Na+], CN(C)C=O, O=C1COc2ccccc2N1, O=Cc1ccc[nH]1. Product: O=C1Nc2ccccc2OC1=Cc1ccc[nH]1. Reaction SMILES: [CH3:1][O-:2].[Na+:3].[O:22]=[CH:23][N:24]([CH3:25])[CH3:26].[O:4]1[CH2:5][C:6](=[O:14])[NH:7][c:8]2[c:9]1[cH:10][cH:11][cH:12][cH:13]2.[nH:15]1[c:16]([CH:20]=[O:21])[cH:17][cH:18][cH:19]1>>[O:4]1[C:5](=[CH:20][c:16]2[nH:15][cH:19][cH:18][cH:17]2)[C:6](=[O:14])[NH:7][c:8]2[c:9]1[cH:10][cH:11][cH:12][cH:13]2.